This data is from the Open Reaction Database (ORD), a public repository of structured organic reaction records. The task is: describe an organic reaction: reactants, conditions, products, and yield The reactants are [N+](=O)([O-])C1=CC=C(COC(=O)NCC(=O)C=2N=CN3C2SC=C3)C=C1 (7-(4-Nitrobenzyloxycarbonylamino)acetyl-imidazo[5,1-b]thiazole), C[Si](C)(C)[N-][Si](C)(C)C.[Li+] (lithiumbis(trimethylsilyl)amide), C(CCC)[Sn](CCCC)(CCCC)Cl (Tri-n-butylstannyl chloride), C(C)(=O)OCC (ethyl acetate). Solvent: C1CCOC1 (THF), [Cl-].[Na+].O (brine), C1CCOC1 (THF). Run at temperature -70 celsius, time 20 minute. Product: [N+](=O)([O-])C1=CC=C(COC(=O)NCC(=O)C=2N=CN3C2SC(=C3)[Sn](CCCC)(CCCC)CCCC)C=C1 (7-(4-Nitrobenzyloxycarbonylamino)acetyl-2-(tri-n-butylstannyl)imidazo[5,1-b]thiazole). As a reaction SMILES: [N+:1]([C:4]1[CH:25]=[CH:24][C:7]([CH2:8][O:9][C:10]([NH:12][CH2:13][C:14]([C:16]2[N:17]=[CH:18][N:19]3[CH:23]=[CH:22][S:21][C:20]=23)=[O:15])=[O:11])=[CH:6][CH:5]=1)([O-:3])=[O:2].[CH2:26]([Sn:30](Cl)([CH2:35][CH2:36][CH2:37][CH3:38])[CH2:31][CH2:32][CH2:33][CH3:34])[CH2:27][CH2:28][CH3:29].C[Si]([N-][Si](C)(C)C)(C)C.[Li+].C(OCC)(=O)C>C1COCC1.[Cl-].[Na+].O>[N+:1]([C:4]1[CH:25]=[CH:24][C:7]([CH2:8][O:9][C:10]([NH:12][CH2:13][C:14]([C:16]2[N:17]=[CH:18][N:19]3[CH:23]=[C:22]([Sn:30]([CH2:31][CH2:32][CH2:33][CH3:34])([CH2:35][CH2:36][CH2:37][CH3:38])[CH2:26][CH2:27][CH2:28][CH3:29])[S:21][C:20]=23)=[O:15])=[O:11])=[CH:6][CH:5]=1)([O-:3])=[O:2] |f:2.3,6.7.8|. Procedure: 7-(4-Nitrobenzyloxycarbonylamino)acetyl-imidazo[5,1-b]thiazole (2.52 g) was suspended in 50 ml of anhydrous THF. The suspension was cooled in an argon atmosphere to −70° C. Tri-n-butylstannyl chloride (3 ml) was added to the suspension. A solution (31.5 ml) of 1 N lithiumbis(trimethylsilyl)amide in THF was then added dropwise thereto over a period of 20 min. The mixture was allowed to react at the same temperature for one hr. The reaction solution was poured into a mixed solution composed of 250... Reactants: C1(CCC(N1)=O)=O.[Na].COC(=O)Cl (sodium succinimide methylchloroformate). The solvent is C1=CC=CC=C1 (benzene). The product is COC(=O)N1C(CCC1=O)=O (N-methoxycarbonyl succinimide). As a reaction SMILES: [C:1]1(=[O:7])[NH:5][C:4](=[O:6])[CH2:3][CH2:2]1.[Na].[CH3:9][O:10][C:11](Cl)=[O:12]>C1C=CC=CC=1>[CH3:9][O:10][C:11]([N:5]1[C:4](=[O:6])[CH2:3][CH2:2][C:1]1=[O:7])=[O:12] |f:0.1.2,^1:7|. Reported procedure: Repeating the aforedescribed procedure in the absence of benzene solvent for the sodium succinimide-methylchloroformate reaction yields similar results. Reaction SMILES: [Cl:1][c:2]1[cH:3][cH:4][c:5]2[c:6](=[O:18])[nH:7][c:8](-[c:12]3[cH:13][cH:14][cH:15][cH:16][cH:17]3)[n:9][c:10]2[cH:11]1.[Cl:24][CH:25]([Cl:26])[Cl:27].[P:19]([Cl:20])([Cl:21])([Cl:22])=[O:23]>>[Cl:1][c:2]1[cH:3][cH:4][c:5]2[cH:6][n:7][c:8](-[c:12]3[cH:13][cH:14][cH:15][cH:16][cH:17]3)[n:9][c:10]2[cH:11]1. Starting materials: O=c1[nH]c(-c2ccccc2)nc2cc(Cl)ccc12, ClC(Cl)Cl, O=P(Cl)(Cl)Cl. Yields the product Clc1ccc2cnc(-c3ccccc3)nc2c1. Starting materials: Br, [Cu]Br, O=N[O-], Nc1ccc(C(=O)O)c2c1OCO2, [Na+], O. Product: O=C(O)c1ccc(Br)c2c1OCO2. As a reaction SMILES: [BrH:18].[Cu:20][Br:21].[N:14]([O-:15])=[O:16].[NH2:1][c:2]1[cH:3][cH:4][c:5]([C:11](=[O:12])[OH:13])[c:6]2[c:7]1[O:8][CH2:9][O:10]2.[Na+:17].[OH2:19]>>[c:2]1([Br:18])[cH:3][cH:4][c:5]([C:11](=[O:12])[OH:13])[c:6]2[c:7]1[O:8][CH2:9][O:10]2. The reactants are BrC1=COC2=C1C=C(C=C2)C(=O)OC (methyl 3-bromo-1-benzofuran-5-carboxylate), FC1=C(C=C(C=C1)F)B(O)O ((2,5-difluorophenyl)boronic acid). Yields the product FC1=C(C=C(C=C1)F)C1=COC2=C1C=C(C=C2)C(=O)OC (methyl 3-(2,5-difluorophenyl)-1-benzofuran-5-carboxylate). The yield is 70.0%. Reaction SMILES: Br[C:2]1[C:6]2[CH:7]=[C:8]([C:11]([O:13][CH3:14])=[O:12])[CH:9]=[CH:10][C:5]=2[O:4][CH:3]=1.[F:15][C:16]1[CH:21]=[CH:20][C:19]([F:22])=[CH:18][C:17]=1B(O)O>>[F:15][C:16]1[CH:21]=[CH:20][C:19]([F:22])=[CH:18][C:17]=1[C:2]1[C:6]2[CH:7]=[C:8]([C:11]([O:13][CH3:14])=[O:12])[CH:9]=[CH:10][C:5]=2[O:4][CH:3]=1. Reported procedure: In the same manner as in Reference Example 19 and using methyl 3-bromo-1-benzofuran-5-carboxylate instead of methyl 3-iodoimidazo[1,2-a]pyridine-6-carboxylate and (2,5-difluorophenyl)boronic acid instead of (4-methoxyphenyl)boronic acid, the title compound (yield 70%) was obtained as colorless crystals. The reactants are BrBr, ClC(Cl)Cl, CCCCNc1nc(N)c2ncn(Cc3cccc(CP(C)(=O)OCC)c3)c2n1. The product is CCCCNc1nc(N)c2nc(Br)n(Cc3cccc(CP(C)(=O)OCC)c3)c2n1. As a reaction SMILES: [Br:30][Br:31].[Cl:32][CH:33]([Cl:34])[Cl:35].[NH2:1][c:2]1[c:3]2[n:4][cH:5][n:6]([CH2:16][c:17]3[cH:18][c:19]([CH2:23][P:24]([O:25][CH2:26][CH3:27])(=[O:28])[CH3:29])[cH:20][cH:21][cH:22]3)[c:7]2[n:8][c:9]([NH:11][CH2:12][CH2:13][CH2:14][CH3:15])[n:10]1>>[NH2:1][c:2]1[c:3]2[n:4][c:5]([Br:30])[n:6]([CH2:16][c:17]3[cH:18][c:19]([CH2:23][P:24]([O:25][CH2:26][CH3:27])(=[O:28])[CH3:29])[cH:20][cH:21][cH:22]3)[c:7]2[n:8][c:9]([NH:11][CH2:12][CH2:13][CH2:14][CH3:15])[n:10]1. Reactants: FC=1C=C2C(CC(NC2=C(C1)C(=O)O)C1=CC(=CC=C1)N1CCN(CC1)C1=CC=C(C=C1)C)(C)C (6-fluoro-4,4-dimethyl-2-[3-(4-p-tolyl-piperazin-1-yl)-phenyl]-1,2,3,4-tetrahydro-quinoline-8-carboxylic acid), 1-3-dimethylaminopropyl-3-ethylcarbodiimide hydrochloride, CS(=O)(=O)N (methane sulfonamide). Reagents/catalysts: CN(C1=CC=NC=C1)C (4-dimethylaminopyridine). The solvent is ClCCl (dichloromethane). Yields the product FC=1C=C2C(CC(NC2=C(C1)C(=O)NS(=O)(=O)C)C1=CC(=CC=C1)N1CCN(CC1)C1=CC=C(C=C1)C)(C)C (N-{6-fluoro-4,4-dimethyl-2-[3-(4-p-tolyl-piperazin-1-yl)-phenyl]-1,2,3,4-tetrahydro-quinoline-8-carbonyl}-methanesulfonamide). The yield is 19.9%. RXN SMILES: [F:1][C:2]1[CH:3]=[C:4]2[C:9](=[C:10]([C:12]([OH:14])=O)[CH:11]=1)[NH:8][CH:7]([C:15]1[CH:20]=[CH:19][CH:18]=[C:17]([N:21]3[CH2:26][CH2:25][N:24]([C:27]4[CH:32]=[CH:31][C:30]([CH3:33])=[CH:29][CH:28]=4)[CH2:23][CH2:22]3)[CH:16]=1)[CH2:6][C:5]2([CH3:35])[CH3:34].[CH3:36][S:37]([NH2:40])(=[O:39])=[O:38]>CN(C)C1C=CN=CC=1.ClCCl>[F:1][C:2]1[CH:3]=[C:4]2[C:9](=[C:10]([C:12]([NH:40][S:37]([CH3:36])(=[O:39])=[O:38])=[O:14])[CH:11]=1)[NH:8][CH:7]([C:15]1[CH:20]=[CH:19][CH:18]=[C:17]([N:21]3[CH2:26][CH2:25][N:24]([C:27]4[CH:28]=[CH:29][C:30]([CH3:33])=[CH:31][CH:32]=4)[CH2:23][CH2:22]3)[CH:16]=1)[CH2:6][C:5]2([CH3:35])[CH3:34]. Procedure: A mixture of 6-fluoro-4,4-dimethyl-2-[3-(4-p-tolyl-piperazin-1-yl)-phenyl]-1,2,3,4-tetrahydro-quinoline-8-carboxylic acid (150 mg, 0.32 mmol), 1-3-dimethylaminopropyl-3-ethylcarbodiimide hydrochloride (91 mg, 0.48 mmol), 4-dimethylaminopyridine (59 mg, 0.48 mmol), methane sulfonamide (91.2 mg, 0.96 mmol) in dichloromethane (10 mL) was refluxed for 12 h. Removal of the solvent to afford the oil residue. Purification by Waters automated flash system (column: Xterra 30 mm×100 mm, sample manager 276...